Dataset: the Open Reaction Database (ORD), a public repository of structured organic reaction records. Task: describe an organic reaction: reactants, conditions, products, and yield Reaction conditions: time 30 minute. Reported procedure: To 2 mL of methanol solution containing 45 mg of 7-methoxy-4-methyl-1-(2-(4-oxocyclohexyl)ethyl)quinolin-2(1H)-one and 21 mg of (2,3-dihydrobenzo[b][1,4-]dioxin-6-yl)methylamine, 10 μL of acetic acid and 12 mg of sodium cyanoborohydride were added, and stirred at the same temperature for 30 min. To the reaction mixture, water, chloroform and aqueous saturated sodium hydrogen carbonate solution were added. The organic layer was separated, washed with aqueous saturated sodium chloride solution, dr... Starting materials: C(O)([O-])=O.[Na+] (sodium hydrogen carbonate), COC1=CC=C2C(=CC(N(C2=C1)CCC1CCC(CC1)=O)=O)C (7-methoxy-4-methyl-1-(2-(4-oxocyclohexyl)ethyl)quinolin-2(1H)-one), O1C2=C(OCC1)C=C(C=C2)CN ((2,3-dihydrobenzo[b][1,4-]dioxin-6-yl)methylamine), C(#N)[BH3-].[Na+] (sodium cyanoborohydride). Yield: 28.9%. Yields the product O1CCOC2=C1C=CC(=C2)CNC2CCC(CC2)CCN2C(C=C(C1=CC=C(C=C21)OC)C)=O (1-(2-(4-((2,3-dihydro-1,4-benzodioxin-6-ylmethyl)amino)cyclohexyl)ethyl)-7-methoxy-4-methylquinolin-2(1H)-one). Solvent: C(Cl)(Cl)Cl (chloroform), O (water), C(C)(=O)O (acetic acid), CO (methanol). As a reaction SMILES: [CH3:1][O:2][C:3]1[CH:12]=[C:11]2[C:6]([C:7]([CH3:23])=[CH:8][C:9](=[O:22])[N:10]2[CH2:13][CH2:14][CH:15]2[CH2:20][CH2:19][C:18](=O)[CH2:17][CH2:16]2)=[CH:5][CH:4]=1.[O:24]1[CH2:29][CH2:28][O:27][C:26]2[CH:30]=[C:31]([CH2:34][NH2:35])[CH:32]=[CH:33][C:25]1=2.C([BH3-])#N.[Na+].C(=O)([O-])O.[Na+]>C(Cl)(Cl)Cl.O.C(O)(=O)C.CO>[O:24]1[C:25]2[CH:33]=[CH:32][C:31]([CH2:34][NH:35][CH:18]3[CH2:17][CH2:16][CH:15]([CH2:14][CH2:13][N:10]4[C:11]5[C:6](=[CH:5][CH:4]=[C:3]([O:2][CH3:1])[CH:12]=5)[C:7]([CH3:23])=[CH:8][C:9]4=[O:22])[CH2:20][CH2:19]3)=[CH:30][C:26]=2[O:27][CH2:28][CH2:29]1 |f:2.3,4.5|. Starting materials: O=C(O)CCC1CCCC1, Nc1cccc2ncccc12. Yields the product O=C(CCC1CCCC1)Nc1cccc2ncccc12. As a reaction SMILES: [CH:12]1([CH2:17][CH2:18][C:19](=[O:20])[OH:21])[CH2:13][CH2:14][CH2:15][CH2:16]1.[n:1]1[cH:2][cH:3][cH:4][c:5]2[c:6]([NH2:11])[cH:7][cH:8][cH:9][c:10]12>>[n:1]1[cH:2][cH:3][cH:4][c:5]2[c:6]([NH:11][C:19]([CH2:18][CH2:17][CH:12]3[CH2:13][CH2:14][CH2:15][CH2:16]3)=[O:20])[cH:7][cH:8][cH:9][c:10]12. The reactants are COc1nc(=O)cc[nH]1, O=C1CCC(=O)N1I, CN(C)C=O, O. Product: COc1nc(=O)c(I)c[nH]1. RXN SMILES: [CH3:1][O:2][c:3]1[nH:4][cH:5][cH:6][c:7](=[O:9])[n:8]1.[I:10][N:11]1[C:12](=[O:13])[CH2:14][CH2:15][C:16]1=[O:17].[O:18]=[CH:19][N:20]([CH3:21])[CH3:22].[OH2:23]>>[CH3:1][O:2][c:3]1[nH:4][cH:5][c:6]([I:10])[c:7](=[O:9])[n:8]1. The reactants are COC1=C(C=CC(=C1)C(=O)N1CC=2N(CC3=C1C=CC=C3)C(=CC2)C(=O)O)C2=C(C=CC=C2)C(F)(F)F (10-{[2-Methoxy-2′-trifluoromethyl-[1,1′-biphenyl]-4-yl]carbonyl}-10,11-dihydro-5H-pyrrolo[2,1-c][1,4]benzodiazepine-3-carboxylic acid), Cl.CN(CCCN=C=NCC)C (1-[3-(dimethylamino)propyl]-3-ethylcarbodiimide hydrochloride), ON1N=NC2=C1C=CC=C2 (1-hydroxybenzotriazole), CNCC(CO)O (3-methylamino-1,2-propanediol). Run in CN(C=O)C (N,N-dimethylformamide), O (water). Run at time 8 hour. The product is OC(CN(C(=O)C1=CC=C2CN(C3=C(CN21)C=CC=C3)C(=O)C3=CC(=C(C=C3)C3=C(C=CC=C3)C(F)(F)F)OC)C)CO (N-(2,3-Dihydroxypropyl)-10-{[2-methoxy-2′-trifluoromethyl-[1,1′-biphenyl]-4-yl]carbonyl}-N-methyl-10,11-dihydro-5H-pyrrolo[2,1-c][1,4]benzodiazepine-3-carboxamide). The yield is 30.6%. Reaction SMILES: [CH3:1][O:2][C:3]1[CH:8]=[C:7]([C:9]([N:11]2[C:17]3[CH:18]=[CH:19][CH:20]=[CH:21][C:16]=3[CH2:15][N:14]3[C:22]([C:25]([OH:27])=O)=[CH:23][CH:24]=[C:13]3[CH2:12]2)=[O:10])[CH:6]=[CH:5][C:4]=1[C:28]1[CH:33]=[CH:32][CH:31]=[CH:30][C:29]=1[C:34]([F:37])([F:36])[F:35].Cl.CN(C)CCCN=C=NCC.ON1C2C=CC=CC=2N=N1.[CH3:60][NH:61][CH2:62][CH:63]([OH:66])[CH2:64][OH:65]>CN(C)C=O.O>[OH:66][CH:63]([CH2:64][OH:65])[CH2:62][N:61]([CH3:60])[C:25]([C:22]1[N:14]2[C:13]([CH2:12][N:11]([C:9]([C:7]3[CH:6]=[CH:5][C:4]([C:28]4[CH:33]=[CH:32][CH:31]=[CH:30][C:29]=4[C:34]([F:37])([F:35])[F:36])=[C:3]([O:2][CH3:1])[CH:8]=3)=[O:10])[C:17]3[CH:18]=[CH:19][CH:20]=[CH:21][C:16]=3[CH2:15]2)=[CH:24][CH:23]=1)=[O:27] |f:1.2|. Procedure details: To a stirred solution of the 10-{[2-methoxy-2′-trifluoromethyl-[1,1′-biphenyl]-4-yl]carbonyl}-10,11-dihydro-5H-pyrrolo[2,1-c][1,4]benzodiazepine-3-carboxylic acid of Step E (0.300 g, 0.65 mmol)) in N,N-dimethylformamide (15 mL) was added 1-[3-(dimethylamino)propyl]-3-ethylcarbodiimide hydrochloride (0.150 g, 0.78 mmol) and 1-hydroxybenzotriazole (0.110 g, 0.78 mmol). After the solution became homogeneous 3-methylamino-1,2-propanediol (0.082 g, 0.78 mmol) was added, and the solution was stirred a...